The task is: describe an organic reaction: reactants, conditions, products, and yield. This data is from the Open Reaction Database (ORD), a public repository of structured organic reaction records. Starting materials: C(C)(C)(C)C1=CC=CC1 (t-butylcyclopentadiene), CC(=O)C (acetone), N1CCCC1 (pyrrolidine). The product is C(CCC)C1=CC(C=C1)=C(C)C (2-butyl-6,6-dimethylfulvene). Solvent: CO (methanol). Run at temperature 0 celsius, time 30 minute. Yield: 91.4%. RXN SMILES: [C:1]([C:5]1[CH2:9][CH:8]=[CH:7][CH:6]=1)([CH3:4])([CH3:3])C.CC(C)=O.N1[CH2:18][CH2:17][CH2:16][CH2:15]1>CO>[CH2:15]([C:8]1[CH:7]=[CH:6][C:5](=[C:1]([CH3:3])[CH3:4])[CH:9]=1)[CH2:16][CH2:17][CH3:18]. Reported procedure: A mixture of t-butylcyclopentadiene (15 g, 123 mmol), acetone (9.0 mL, 135.2 mmol), pyrrolidine (11.7 mL, 135.3 mmol) and methanol (100 mL) was stirred at 0° C., for 30 minutes, and then at room temperature overnight. The reaction mixture was quenched with acetic acid (7.38 g) and with water (100 mL) at 0° C. The mixture was extracted with Et2O (3×200 mL); the organic layers were combined, washed with a saturated solution of NaHCO3, dried over anhydrous magnesium sulphate, filtered and finally c... The reactants are CN(C)c1ccncc1, Cl, CCOC(=O)c1cc(N)n(-c2ccccc2)n1, O=S(=O)(Cl)c1ccccc1, c1ccncc1. Product: CCOC(=O)c1cc(NS(=O)(=O)c2ccccc2)n(-c2ccccc2)n1. As a reaction SMILES: [CH3:29][N:30]([CH3:31])[c:32]1[cH:33][cH:34][n:35][cH:36][cH:37]1.[ClH:28].[NH2:1][c:2]1[cH:3][c:4]([C:13](=[O:14])[O:15][CH2:16][CH3:17])[n:5][n:6]1-[c:7]1[cH:8][cH:9][cH:10][cH:11][cH:12]1.[c:18]1([S:24](=[O:25])(=[O:26])[Cl:27])[cH:19][cH:20][cH:21][cH:22][cH:23]1.[cH:38]1[cH:39][cH:40][n:41][cH:42][cH:43]1>>[NH:1]([c:2]1[cH:3][c:4]([C:13](=[O:14])[O:15][CH2:16][CH3:17])[n:5][n:6]1-[c:7]1[cH:8][cH:9][cH:10][cH:11][cH:12]1)[S:24]([c:18]1[cH:19][cH:20][cH:21][cH:22][cH:23]1)(=[O:25])=[O:26]. Starting materials: Br, Br, CN1CCc2cccc3c2C1Cc1ccccc1-3, CCOC(C)=O, COc1ccc(CC2c3cc(O)c(OC)cc3CCN2C)c(N)c1. The product is Br, COc1ccc2c(c1)-c1c(O)c(OC)cc3c1C(C2)N(C)CC3. As a reaction SMILES: [BrH:1].[BrH:44].[CH3:26][N:27]1[CH:28]2[c:29]3[c:30]([cH:38][cH:39][cH:40][c:41]3[CH2:42][CH2:43]1)-[c:31]1[c:32]([cH:34][cH:35][cH:36][cH:37]1)[CH2:33]2.[CH3:45][CH2:46][O:47][C:48](=[O:49])[CH3:50].[NH2:2][c:3]1[c:4]([CH2:5][CH:6]2[N:7]([CH3:19])[CH2:8][CH2:9][c:10]3[cH:11][c:12]([O:17][CH3:18])[c:13]([OH:16])[cH:14][c:15]32)[cH:20][cH:21][c:22]([O:24][CH3:25])[cH:23]1>>[BrH:1].[c:3]12[c:4]([cH:20][cH:21][c:22]([O:24][CH3:25])[cH:23]1)[CH2:5][CH:6]1[N:7]([CH3:19])[CH2:8][CH2:9][c:10]3[cH:11][c:12]([O:17][CH3:18])[c:13]([OH:16])[c:14]-2[c:15]31. Reactants: CO, Cl, [Na+], [OH-], CC(=O)N1CCC(c2ccc(OCC(O)CO)c(C)c2)(c2ccc(OCC(O)C(C)(C)C)c(C)c2)CC1. The product is Cc1cc(C2(c3ccc(OCC(O)C(C)(C)C)c(C)c3)CCNCC2)ccc1OCC(O)CO. RXN SMILES: [CH3:41][OH:42].[ClH:40].[Na+:2].[OH-:1].[OH:3][CH:4]([CH2:5][O:6][c:7]1[c:8]([CH3:37])[cH:9][c:10]([C:13]2([c:22]3[cH:23][c:24]([CH3:36])[c:25]([O:28][CH2:29][CH:30]([C:31]([CH3:32])([CH3:33])[CH3:34])[OH:35])[cH:26][cH:27]3)[CH2:14][CH2:15][N:16]([C:19](=[O:20])[CH3:21])[CH2:17][CH2:18]2)[cH:11][cH:12]1)[CH2:38][OH:39]>>[OH:3][CH:4]([CH2:5][O:6][c:7]1[c:8]([CH3:37])[cH:9][c:10]([C:13]2([c:22]3[cH:23][c:24]([CH3:36])[c:25]([O:28][CH2:29][CH:30]([C:31]([CH3:32])([CH3:33])[CH3:34])[OH:35])[cH:26][cH:27]3)[CH2:14][CH2:15][NH:16][CH2:17][CH2:18]2)[cH:11][cH:12]1)[CH2:38][OH:39].